describe an organic reaction: reactants, conditions, products, and yield From a dataset of the Open Reaction Database (ORD), a public repository of structured organic reaction records. Starting materials: [F-].C(CCC)[N+](CCCC)(CCCC)CCCC (Tetrabutylammonium fluoride), [Si](C)(C)(C(C)(C)C)OCCCC(O)C=1OC2=C(C1)C=CC=C2OC (4-(tert-butyldimethylsilanyloxy)-1-(7-methoxybenzofuran-2-yl)-butan-1-ol). Yields the product COC1=CC=CC=2C=C(OC21)C(CCCO)O (1-(7-Methoxybenzofuran-2-yl)-butane-1,4-diol). Isolated yield 86.8%. RXN SMILES: [F-].C([N+](CCCC)(CCCC)CCCC)CCC.[Si]([O:26][CH2:27][CH2:28][CH2:29][CH:30]([C:32]1[O:33][C:34]2[C:40]([O:41][CH3:42])=[CH:39][CH:38]=[CH:37][C:35]=2[CH:36]=1)[OH:31])(C(C)(C)C)(C)C>>[CH3:42][O:41][C:40]1[C:34]2[O:33][C:32]([CH:30]([OH:31])[CH2:29][CH2:28][CH2:27][OH:26])=[CH:36][C:35]=2[CH:37]=[CH:38][CH:39]=1 |f:0.1|. Procedure: Tetrabutylammonium fluoride (12 ml,1M in tetrahydrofuran) was added to a stirred solution of 4-(tert-butyldimethylsilanyloxy)-1-(7-methoxybenzofuran-2-yl)-butan-1-ol (4 g) in tetrahdrofuran (50 ml) at 0° C. After stirring cooled for 2 hours the reaction was warmed to room temperature and allowed to stir for a further 1 hour. The solvent was removed in vacuo and the residue partitioned between ethyl acetate (100 ml) and water (50 ml). The organic extract was dried over magnesium sulphate, filtere...